From a dataset of the Open Reaction Database (ORD), a public repository of structured organic reaction records. describe an organic reaction: reactants, conditions, products, and yield Reactants: ClCCl (dichloromethane), ClC1=C(C=C2C(=CNC2=C1)C(=O)OC)B1OCC(CO1)(C)C (methyl 6-chloro-5-(5,5-dimethyl-1,3,2-dioxaborinan-2-yl)-1H-indole-3-carboxylate), BrC1=CC(=C(C=C1)C1(COC1)O)OC (3-(4-bromo-2-methoxyphenyl)oxetan-3-ol), C([O-])([O-])=O.[K+].[K+] (potassium carbonate). The reagents and catalysts are C1=CC=C(C=C1)P([C-]2C=CC=C2)C3=CC=CC=C3.C1=CC=C(C=C1)P([C-]2C=CC=C2)C3=CC=CC=C3.Cl[Pd]Cl.[Fe+2] ([1,1′-bis(diphenylphosphino)ferrocene]dichloro palladium). Solvent: C1(=CC=CC=C1)C (toluene), C(C)O (ethanol), O1CCCC1 (tetrahydrofuran). Run at temperature 115 celsius. Product: ClC1=C(C=C2C(=CNC2=C1)C(=O)OC)C1=CC(=C(C=C1)C1(COC1)O)OC (methyl 6-chloro-5-[4-(3-hydroxyoxetan-3-yl)-3-methoxyphenyl]-1H-indole-3-carboxylate). Reaction SMILES: [Cl:1][C:2]1[CH:10]=[C:9]2[C:5]([C:6]([C:11]([O:13][CH3:14])=[O:12])=[CH:7][NH:8]2)=[CH:4][C:3]=1B1OCC(C)(C)CO1.Br[C:24]1[CH:29]=[CH:28][C:27]([C:30]2([OH:34])[CH2:33][O:32][CH2:31]2)=[C:26]([O:35][CH3:36])[CH:25]=1.C(=O)([O-])[O-].[K+].[K+].ClCCl>C1(C)C=CC=CC=1.C(O)C.C1C=CC(P(C2C=CC=CC=2)[C-]2C=CC=C2)=CC=1.C1C=CC(P(C2C=CC=CC=2)[C-]2C=CC=C2)=CC=1.Cl[Pd]Cl.[Fe+2].O1CCCC1>[Cl:1][C:2]1[CH:10]=[C:9]2[C:5]([C:6]([C:11]([O:13][CH3:14])=[O:12])=[CH:7][NH:8]2)=[CH:4][C:3]=1[C:24]1[CH:29]=[CH:28][C:27]([C:30]2([OH:34])[CH2:33][O:32][CH2:31]2)=[C:26]([O:35][CH3:36])[CH:25]=1 |f:2.3.4,8.9.10.11|. Reported procedure: To a solution of methyl 6-chloro-5-(5,5-dimethyl-1,3,2-dioxaborinan-2-yl)-1H-indole-3-carboxylate (70 mg, 0.27 mmol) and 3-(4-bromo-2-methoxyphenyl)oxetan-3-ol (96 mg, 0.30 mmol) in toluene (1.2 mL), ethanol (0.6 mL), and tetrahydrofuran (0.6 mL) followed by the addition of 2M potassium carbonate aqueous (0.6 mL, 1 mmol). Nitrogen was bubbled through the reaction for 5 minutes then [1,1′-bis(diphenylphosphino)ferrocene]dichloro palladium, dichloromethane (25 mg, 0.031 mmol) was added and the rea... Reactants: C(\C=C\C(=O)O)(=O)O (fumaric acid), C1(C=2C(C(N1CCC=1SC3=C(N1)C=1C=CC=CC1C3)=O)=CC=CC2)=O (2-(2-phthalimidoethyl)-8H-indeno[1,2-d]thiazole), solution, CN (methylamine). Run in CO (methanol), CO (methanol), CO (methanol). Conditions: time 14 hour. The product is C(\C=C\C(=O)O)(=O)O.NCCC=1SC2=C(N1)C=1C=CC=CC1C2 (2-(2-aminoethyl)-8H-indeno[1,2-d]thiazole fumarate). Reaction SMILES: C1(=O)[N:5]([CH2:6][CH2:7][C:8]2[S:9][C:10]3[CH2:19][C:18]4[CH:17]=[CH:16][CH:15]=[CH:14][C:13]=4[C:11]=3[N:12]=2)C(=O)C2=CC=CC=C12.CN.[C:28]([OH:35])(=[O:34])/[CH:29]=[CH:30]/[C:31]([OH:33])=[O:32]>CO>[C:28]([OH:35])(=[O:34])/[CH:29]=[CH:30]/[C:31]([OH:33])=[O:32].[NH2:5][CH2:6][CH2:7][C:8]1[S:9][C:10]2[CH2:19][C:18]3[CH:17]=[CH:16][CH:15]=[CH:14][C:13]=3[C:11]=2[N:12]=1 |f:4.5|. Procedure details: In 20 ml of methanol, 1.79 g of 2-(2-phthalimidoethyl)-8H-indeno[1,2-d]thiazole was dissolved. Then, 40 ml of a 40% solution of methylamine in methanol was added, followed by stirring at room temperature for 14 hours. The solvent was then evaporated, and chloroform and 1N hydrochloric acid were added to the resulting residue. The aqueous layer was separated and then neutralized with a 1N aqueous solution of sodium hydroxide, followed by extraction with chloroform. The chloroform layer separated ... Reactants: C(CCC)Br (n-butyl bromide), 11, C(C)(=O)NC#N.[Na] (sodium acetylcyanamide). Run in CN(C=O)C (dimethylformamide). Conditions: temperature 70 celsius. Yields the product C(CCC)N(C(C)=O)C#N (N-n-Butyl-N-cyanoacetamide). Reaction SMILES: [C:1]([NH:4][C:5]#[N:6])(=[O:3])[CH3:2].[Na].[CH2:8](Br)[CH2:9][CH2:10][CH3:11]>CN(C)C=O>[CH2:8]([N:4]([C:5]#[N:6])[C:1](=[O:3])[CH3:2])[CH2:9][CH2:10][CH3:11] |f:0.1,^1:6|. Procedure: 221 g (2.085 mols) of sodium acetylcyanamide are dissolved in 500 ml of dimethylformamide at 90° C., the mixture is allowed to cool to 70° C. and 285.6 g (2.085 mols) of n-butyl bromide are then added dropwise at 70° C. in the course of 11/2 hours. The mixture is allowed to after-react at 70° C. for 10 hours, and the NaBr which has precipitated is filtered off with suction and the entire distillable constituent is removed from the filtrate by vacuum distillation. Fractional distillation of this ... The reactants are FC1=CC(=C(C=C1)NC=1C2=C(N=CN1)SC(=C2C)C(=O)OC)OC2CCNCC2 (methyl 4-(4-fluoro-2-(piperidin-4-yloxy)phenylamino)-5-methylthieno[2,3-d]pyrimidine-6-carboxylate), N (ammonia). Solvent: CO (MeOH). Conditions: temperature 120 celsius. Yields the product FC1=CC(=C(C=C1)NC=1C2=C(N=CN1)SC(=C2C)C(=O)N)OC2CCNCC2 (4-(4-Fluoro-2-(piperidin-4-yloxy)phenylamino)-5-methylthieno[2,3-d]pyrimidine-6-carboxamide). Isolated yield 36.0%. As a reaction SMILES: [F:1][C:2]1[CH:7]=[CH:6][C:5]([NH:8][C:9]2[C:10]3[C:17]([CH3:18])=[C:16]([C:19]([O:21]C)=O)[S:15][C:11]=3[N:12]=[CH:13][N:14]=2)=[C:4]([O:23][CH:24]2[CH2:29][CH2:28][NH:27][CH2:26][CH2:25]2)[CH:3]=1.[NH3:30]>CO>[F:1][C:2]1[CH:7]=[CH:6][C:5]([NH:8][C:9]2[C:10]3[C:17]([CH3:18])=[C:16]([C:19]([NH2:30])=[O:21])[S:15][C:11]=3[N:12]=[CH:13][N:14]=2)=[C:4]([O:23][CH:24]2[CH2:29][CH2:28][NH:27][CH2:26][CH2:25]2)[CH:3]=1. Procedure details: A suspension of methyl 4-(4-fluoro-2-(piperidin-4-yloxy)phenylamino)-5-methylthieno[2,3-d]pyrimidine-6-carboxylate (0.1 g, 0.2 mmol) in 7N ammonia in MeOH (6 mL) was heated in a sealed tube at 120° C. for 18 hours. After cooling to ambient temperature the precipitated solid was collected by filtration, washed with cold MeOH and dried under vacuum to give beige solid (0.035 g, 36%).